From a dataset of the Open Reaction Database (ORD), a public repository of structured organic reaction records. describe an organic reaction: reactants, conditions, products, and yield The reactants are CC(C)(C)[Si](C)(C)Oc2ccc1ccccc1c2 (substrate), [Li]c1ccccc1 (effective_coupling_partner). Reagents/catalysts: SIMes. Reaction conditions: temperature 25 celsius, time 12 hour. Yields the product c3ccc(c2ccc1ccccc1c2)cc3. Reactants: Cl (hydrochloric acid), ClC1=C(C(=O)NCC23CC4CC(CC(C2)C4)C3)C=C(C=C1)CC=O (2-chloro-5-(2-oxoethyl)-N-(tricyclo[3.3.1.13,7]dec-1-ylmethyl)-benzamide), NC1CN(CCC1)C(=O)OC(C)(C)C (3-amino-1-piperidinecarboxylic acid, 1,1-dimethylethyl ester), C(C)(=O)O[BH-](OC(C)=O)OC(C)=O.[Na+] (sodium triacetoxyborohydride). Solvent: O1CCOCC1 (dioxane), CO (methanol), ClCCCl (1,2-dichloroethane). Conditions: time 14 hour. Product: Cl.Cl.ClC1=C(C(=O)NCC23CC4CC(CC(C2)C4)C3)C=C(C=C1)CCNC1CNCCC1 (2-Chloro-5-[2-(3-piperidinylamino)ethyl]-N-(tricyclo[3.3.1.13,7]dec-1-ylmethyl)-benzamide, dihydrochloride salt). Reaction SMILES: [Cl:1][C:2]1[CH:21]=[CH:20][C:19]([CH2:22][CH:23]=O)=[CH:18][C:3]=1[C:4]([NH:6][CH2:7][C:8]12[CH2:17][CH:12]3[CH2:13][CH:14]([CH2:16][CH:10]([CH2:11]3)[CH2:9]1)[CH2:15]2)=[O:5].[NH2:25][CH:26]1[CH2:31][CH2:30][CH2:29][N:28](C(OC(C)(C)C)=O)[CH2:27]1.C(O[BH-](OC(=O)C)OC(=O)C)(=O)C.[Na+].[ClH:53]>CO.O1CCOCC1.ClCCCl>[ClH:1].[ClH:53].[Cl:1][C:2]1[CH:21]=[CH:20][C:19]([CH2:22][CH2:23][NH:25][CH:26]2[CH2:31][CH2:30][CH2:29][NH:28][CH2:27]2)=[CH:18][C:3]=1[C:4]([NH:6][CH2:7][C:8]12[CH2:17][CH:12]3[CH2:13][CH:14]([CH2:16][CH:10]([CH2:11]3)[CH2:9]1)[CH2:15]2)=[O:5] |f:2.3,8.9.10|. Procedure: Prepared according to the method described in Example 66c from 2-chloro-5-(2-oxoethyl)-N-(tricyclo[3.3.1.13,7]dec-1-ylmethyl)-benzamide (0.094 g, Example 66b), 3-amino-1-piperidinecarboxylic acid, 1,1-dimethylethyl ester (0.109 g), sodium triacetoxyborohydride (0.081 g) and 1,2-dichloroethane (2 ml). After work-up, the residue was purified by HPLC eluting with a gradient of 0-5% ethanol in dichloromethane. The white powder obtained was dissolved in methanol (2 ml) and a solution of hydrochloric ... The reactants are N1=C(C=CC=C1)N1C(=NC=C1)S (1-(2-pyridyl)-2-mercaptoimidazole), CC1=C(C(=CC(=C1)C)C)S(=O)(=O)NC(C1=CC=CC=C1)Cl ((2,4,6-trimethylphenyl)sulfonylaminobenzyl chloride). Yields the product N1=C(C=CC=C1)N1C(=NC=C1)SCC1=C(C=CC=C1)NS(=O)(=O)C1=C(C=C(C=C1C)C)C (1-(2-pyridyl)-2-[2-(2,4,6-trimethylphenyl)sulfonylaminobenzylthio]imidazole). Isolated yield 87.0%. Reaction SMILES: [N:1]1[CH:6]=[CH:5][CH:4]=[CH:3][C:2]=1[N:7]1[CH:11]=[CH:10][N:9]=[C:8]1[SH:12].[CH3:13][C:14]1[CH:19]=[C:18]([CH3:20])[CH:17]=[C:16]([CH3:21])[C:15]=1[S:22]([NH:25][CH:26](Cl)[C:27]1[CH:32]=[CH:31][CH:30]=[CH:29][CH:28]=1)(=[O:24])=[O:23]>>[N:1]1[CH:6]=[CH:5][CH:4]=[CH:3][C:2]=1[N:7]1[CH:11]=[CH:10][N:9]=[C:8]1[S:12][CH2:28][C:27]1[CH:32]=[CH:31][CH:30]=[CH:29][C:26]=1[NH:25][S:22]([C:15]1[C:16]([CH3:21])=[CH:17][C:18]([CH3:20])=[CH:19][C:14]=1[CH3:13])(=[O:23])=[O:24]. Procedure details: 1-(2-pyridyl)-2-mercaptoimidazole and (2,4,6-trimethylphenyl)sulfonylaminobenzyl chloride are treated in the same manner as described in Example 1-(1) to give 1-(2-pyridyl)-2-[2-(2,4,6-trimethylphenyl)sulfonylaminobenzylthio]imidazole. The reactants are C(C1=CC=CC=C1)NC=1C=C(C=CC1F)[C@H]1[C@@H](C1)C(=O)OCC ((+/−)-ethyl 2-[3-(benzylamino)-4-fluorophenyl]-trans-cyclopropanecarboxylate), [H][H] (hydrogen). The reagents and catalysts are [Pd] (palladium on carbon). Solvent: C(C)O.C1CCOC1 (ethanol THF). Yields the product NC=1C=C(C=CC1F)[C@H]1[C@@H](C1)C(=O)OCC (rac-Ethyl 2-[3-amino-4-fluorophenyl]-trans-cyclopropanecarboxylate). Reaction SMILES: C([NH:8][C:9]1[CH:10]=[C:11]([C@@H:16]2[CH2:18][C@H:17]2[C:19]([O:21][CH2:22][CH3:23])=[O:20])[CH:12]=[CH:13][C:14]=1[F:15])C1C=CC=CC=1.[H][H]>C(O)C.C1COCC1.[Pd]>[NH2:8][C:9]1[CH:10]=[C:11]([C@@H:16]2[CH2:18][C@H:17]2[C:19]([O:21][CH2:22][CH3:23])=[O:20])[CH:12]=[CH:13][C:14]=1[F:15] |f:2.3|. Procedure details: 262 mg (purity 66%, 0.55 mmol) of (+/−)-ethyl 2-[3-(benzylamino)-4-fluorophenyl]-trans-cyclopropanecarboxylate were dissolved in 5 ml of ethanol/THF (1:1), 26 mg of palladium on carbon (10%) were added and the mixture was hydrogenated at RT using a hydrogen pressure of 1 bar for 24 h. The reaction mixture was then filtered through celite, the residue was washed with ethanol and the filtrate was concentrated. The crude product obtained in this manner was purified by preparative HPLC. This gave 87... Reaction conditions: time 30 minute. Solvent: C1CCOC1 (THF), C(C)OCC (diethyl ether). RXN SMILES: Br[C:2]1[CH:3]=[C:4]([CH2:8][O:9][Si:10]([C:13]([CH3:16])([CH3:15])[CH3:14])([CH3:12])[CH3:11])[CH:5]=[N:6][CH:7]=1.C([Li])CCC.CCCCCC.[CH:28]([C:30]1[N:31]=[CH:32][N:33]2[CH:37]=[CH:36][S:35][C:34]=12)=[O:29].O>C(OCC)C.C1COCC1>[Si:10]([O:9][CH2:8][C:4]1[CH:3]=[C:2]([CH:28]([OH:29])[C:30]2[N:31]=[CH:32][N:33]3[CH:37]=[CH:36][S:35][C:34]=23)[CH:7]=[N:6][CH:5]=1)([C:13]([CH3:16])([CH3:15])[CH3:14])([CH3:12])[CH3:11] |f:1.2|. Procedure details: A solution of 2.49 g of 5-bromo-3-(t-butyldimethylsilyloxymethyl)pyridine in 25 ml of dry diethyl ether was cooled to −85° C. under an argon atmosphere, and 5.56 ml of a 1.57 N n-butyllithium/hexane solution was added dropwise to the cooled solution over a period of 10 min. The mixture was stirred at that temperature for 30 min, and a solution of 881 mg of 7-formylimidazo[5,1-b]thiazole in 20 ml of dry THF was then added thereto, followed by further mixing at the same temperature for 30 min. Wat... Reactants: C(=O)C=1N=CN2C1SC=C2 (7-formylimidazo[5,1-b]thiazole), O (Water), BrC=1C=C(C=NC1)CO[Si](C)(C)C(C)(C)C (5-bromo-3-(t-butyldimethylsilyloxymethyl)pyridine), C(CCC)[Li].CCCCCC (n-butyllithium hexane). Isolated yield 36.9%. Product: [Si](C)(C)(C(C)(C)C)OCC=1C=C(C=NC1)C(C=1N=CN2C1SC=C2)O (7-[[5-(t-butyldimethylsilyloxymethyl)pyridin-3-yl]hydroxymethyl]imidazo[5,1-b]thiazole). Starting materials: C(C)(C)(C)OC(=O)N1C[C@H]([C@@H](C1)C1=NC=CC=C1)NC=1C(N(C=CN1)CC(=O)OCC)=O (3-(1-tert-Butyloxycarbonyl-trans-4-(2-pyridyl)-pyrrolidin-3-ylamino)-1-ethoxycarbonylmethylpyrazinone), ClN1C(CCC1=O)=O (N-chlorosuccinimide), ClN1C(CCC1=O)=O (N-chlorosuccinimide). Run in C(Cl)(Cl)Cl (CHCl3), C(Cl)(Cl)Cl (CHCl3). Run at time 12 hour. The product is C(C)(C)(C)OC(=O)N1C[C@H]([C@@H](C1)C1=NC=CC=C1)NC=1C(N(C(=CN1)Cl)CC(=O)OCC)=O (3-(1-tert-Butyloxycarbonyl-trans-4-(2-pyridyl)-pyrrolidin-3-ylamino)-6-chloro-1-ethoxycarbonylmethylpyrazinone). As a reaction SMILES: [C:1]([O:5][C:6]([N:8]1[CH2:12][C@@H:11]([C:13]2[CH:18]=[CH:17][CH:16]=[CH:15][N:14]=2)[C@H:10]([NH:19][C:20]2[C:21](=[O:32])[N:22]([CH2:26][C:27]([O:29][CH2:30][CH3:31])=[O:28])[CH:23]=[CH:24][N:25]=2)[CH2:9]1)=[O:7])([CH3:4])([CH3:3])[CH3:2].[Cl:33]N1C(=O)CCC1=O>C(Cl)(Cl)Cl>[C:1]([O:5][C:6]([N:8]1[CH2:12][C@@H:11]([C:13]2[CH:18]=[CH:17][CH:16]=[CH:15][N:14]=2)[C@H:10]([NH:19][C:20]2[C:21](=[O:32])[N:22]([CH2:26][C:27]([O:29][CH2:30][CH3:31])=[O:28])[C:23]([Cl:33])=[CH:24][N:25]=2)[CH2:9]1)=[O:7])([CH3:4])([CH3:3])[CH3:2]. Procedure: A stirred solution of 3-(1-tert-butyloxycarbonyl-trans-4-(2-pyridyl)-pyrrolidin-3-ylamino)-1-ethoxycarbonylmethylpyrazinone from step 8 above (2.0 g, 4.5 mmol) and N-chlorosuccinimide (0.67 g, 5.0 mmol) in CHCl3 was heated to reflux for 6 h. More N-chlorosuccinimide (0.20 g, 1.5 mmol) was added and refluxing was continued for 12 h. The reaction was diluted with CHCl3 and washed with aqueous NaHCO3. The organic phase was separated, dried over Mg SO4, filtered, and concentrated in vacuo. The resid... Starting materials: C(C)(=O)O[C@@H]1[C@@H](O[C@@H]([C@H]1OC(C)=O)COC(C)=O)N1C(NC(C(=C1)I)=O)=O (1-(2′,3′,5′-Tri-O-acetyl-β-D-arabinofuranosyl)-5-iodopyrimidin-2,4(3H)-dione), C[Sn]C (dimethyl tin), bis-triphenylphosphine palladium dichloride, O1CCOCC1 (1,4-dioxane). Reaction conditions: temperature 100 celsius. Product: C(C)(=O)O[C@@H]1[C@@H](O[C@@H]([C@H]1OC(C)=O)COC(C)=O)N1C(NC(C(=C1)[Sn](C)(C)C)=O)=O (1-(2′,3′,5′-Tri-O-acetyl-β-D-arabinofuranosyl)-5-trimethylstannylpyrimidin-2,4(3H)-dione). As a reaction SMILES: [C:1]([O:4][C@H:5]1[C@H:9]([O:10][C:11](=[O:13])[CH3:12])[C@@H:8]([CH2:14][O:15][C:16](=[O:18])[CH3:17])[O:7][C@H:6]1[N:19]1[CH:24]=[C:23](I)[C:22](=[O:26])[NH:21][C:20]1=[O:27])(=[O:3])[CH3:2].[CH3:28][Sn:29][CH3:30].O1CCOC[CH2:32]1>>[C:1]([O:4][C@H:5]1[C@H:9]([O:10][C:11](=[O:13])[CH3:12])[C@@H:8]([CH2:14][O:15][C:16](=[O:18])[CH3:17])[O:7][C@H:6]1[N:19]1[CH:24]=[C:23]([Sn:29]([CH3:32])([CH3:30])[CH3:28])[C:22](=[O:26])[NH:21][C:20]1=[O:27])(=[O:3])[CH3:2]. Procedure details: 600 mg (1.21 mmol) of the above compound 5 as a starting material, 1.42 g (4.32 mmol, 3.6 eq) of dimethyl tin (Sn2Me6) and 22 mg (0.03 eq) of bis-triphenylphosphine palladium dichloride are dissolved in 36 mL of 1,4-dioxane, with continuously stirring at 100° C. After the starting material disappears, the solution is concentrated under reduced pressure, and then purified by rapid column chromatography (EtOAc/n-hexane=1:1). A white solid product (1-(2′,3′,5′-Tri-O-acetyl-β-D-arabinofuranosyl)-5-t...